Dataset: the Open Reaction Database (ORD), a public repository of structured organic reaction records. Task: describe an organic reaction: reactants, conditions, products, and yield Reactants: C(C)OC(=O)C=1NC2=CC(=C(C(=C2C1)C)OC1=CC(=C(C=C1)O)C(N(C)C1CCC1)=O)C (5-[3-(Cyclobutyl-methyl-carbamoyl)-4-hydroxy-phenoxy]-4,6-dimethyl-1H-indole-2-carboxylic acid ethyl ester), [OH-].[K+] (potassium hydroxide). Solvent: O (water), CO (methanol). Run at time 7 hour. The product is C1(CCC1)N(C(=O)C=1C=C(OC=2C(=C3C=C(NC3=CC2C)C(=O)O)C)C=CC1O)C (5-[3-(Cyclobutyl-methyl-carbamoyl)-4-hydroxy-phenoxy]-4,6-dimethyl-1H-indole-2-carboxylic acid). Isolated yield 86.2%. RXN SMILES: C([O:3][C:4]([C:6]1[NH:7][C:8]2[C:13]([CH:14]=1)=[C:12]([CH3:15])[C:11]([O:16][C:17]1[CH:22]=[CH:21][C:20]([OH:23])=[C:19]([C:24](=[O:31])[N:25]([CH:27]3[CH2:30][CH2:29][CH2:28]3)[CH3:26])[CH:18]=1)=[C:10]([CH3:32])[CH:9]=2)=[O:5])C.[OH-].[K+]>CO.O>[CH:27]1([N:25]([CH3:26])[C:24]([C:19]2[CH:18]=[C:17]([CH:22]=[CH:21][C:20]=2[OH:23])[O:16][C:11]2[C:12]([CH3:15])=[C:13]3[C:8](=[CH:9][C:10]=2[CH3:32])[NH:7][C:6]([C:4]([OH:5])=[O:3])=[CH:14]3)=[O:31])[CH2:28][CH2:29][CH2:30]1 |f:1.2|. Procedure: To a solution of 5-[3-(Cyclobutyl-methyl-carbamoyl)-4-hydroxy-phenoxy]-4,6-dimethyl-1H-indole-2-carboxylic acid ethyl ester (102 mg, 0.23 mmol) in methanol (2 mL) at room temperature was added 3N potassium hydroxide (0.44 mL) and the mixture was stirred at room temperature for 7 hours. The reaction mixture was diluted with water (10 mL) and washed with EtOAc/Et2O (1/1, 3 times 5 mL). The aqueous solution was acidified with hydrochloric acid and then extracted with ethyl acetate (3 times 5 mL). T... Starting materials: O=C([O-])[O-], CN(C)C=O, COC(=O)CCl, [K+], [K+], O=C(C1CC1)N1CCC(Cc2n[nH]c(=O)n2-c2ccc(-c3ccc4occc4c3)cc2)C1. The product is COC(=O)Cn1nc(CC2CCN(C(=O)C3CC3)C2)n(-c2ccc(-c3ccc4occc4c3)cc2)c1=O. As a reaction SMILES: [C:33](=[O:34])([O-:35])[O-:36].[CH3:45][N:46]([CH3:47])[CH:48]=[O:49].[Cl:39][CH2:40][C:41](=[O:42])[O:43][CH3:44].[K+:37].[K+:38].[o:1]1[cH:2][cH:3][c:4]2[c:5]1[cH:6][cH:7][c:8](-[c:10]1[cH:11][cH:12][c:13](-[n:16]3[c:17](=[O:32])[nH:18][n:19][c:20]3[CH2:21][CH:22]3[CH2:23][N:24]([C:27](=[O:28])[CH:29]4[CH2:30][CH2:31]4)[CH2:25][CH2:26]3)[cH:14][cH:15]1)[cH:9]2>>[o:1]1[cH:2][cH:3][c:4]2[c:5]1[cH:6][cH:7][c:8](-[c:10]1[cH:11][cH:12][c:13](-[n:16]3[c:17](=[O:32])[n:18]([CH2:40][C:41](=[O:42])[O:43][CH3:44])[n:19][c:20]3[CH2:21][CH:22]3[CH2:23][N:24]([C:27](=[O:28])[CH:29]4[CH2:30][CH2:31]4)[CH2:25][CH2:26]3)[cH:14][cH:15]1)[cH:9]2. The reactants are C(C)(=O)[O-].[K+] (Potassium acetate), C(C)(=O)OC(C)=O (acetic anhydride), OC(CC(=O)O)C(CC=C)C(C)CC (3-hydroxy-4-sec-butylhept-6-enoic acid), ice water. Reaction conditions: time 1 hour. The product is C(C)(CC)C=1C[C@H]2CC([C@H]2C1)=O ((±)-(1S,5R)-3-sec-butylbicyclo[3.2.0]hept-3-en-6-one). Reaction SMILES: C([O-])(=O)C.[K+].C(OC(=O)C)(=O)C.O[CH:14]([CH:19]([CH:23]([CH2:25][CH3:26])[CH3:24])[CH2:20][CH:21]=[CH2:22])[CH2:15][C:16]([OH:18])=O>>[CH:23]([C:19]1[CH2:20][C@@H:21]2[C@H:15]([CH:14]=1)[C:16](=[O:18])[CH2:22]2)([CH2:25][CH3:26])[CH3:24] |f:0.1|. Reported procedure: Potassium acetate (14.90 g, 151.8 mmol) was added to an acetic anhydride (71 mL) solution of 3-hydroxy-4-sec-butylhept-6-enoic acid (12.70 g, 63.5 mmol), and the mixture was stirred at room temperature for 1 hour and then stirred at 120° C. for 3.5 hours. The mixture was treated with ice water, followed by extraction with diethyl ether. The organic layer was washed with a saturated aqueous solution of sodium bicarbonate. The organic layer was dried over anhydrous magnesium sulfate. Then, the sol... Starting materials: [BH4-], O=Cc1ccc(-c2cc(C(F)(F)F)n(Cc3ccccc3)n2)o1, CO, [Na+]. Yields the product OCc1ccc(-c2cc(C(F)(F)F)n(Cc3ccccc3)n2)o1. Reaction SMILES: [BH4-:24].[CH2:1]([c:2]1[cH:3][cH:4][cH:5][cH:6][cH:7]1)[n:8]1[n:9][c:10](-[c:17]2[o:18][c:19]([CH:22]=[O:23])[cH:20][cH:21]2)[cH:11][c:12]1[C:13]([F:14])([F:15])[F:16].[CH3:26][OH:27].[Na+:25]>>[CH2:1]([c:2]1[cH:3][cH:4][cH:5][cH:6][cH:7]1)[n:8]1[n:9][c:10](-[c:17]2[o:18][c:19]([CH2:22][OH:23])[cH:20][cH:21]2)[cH:11][c:12]1[C:13]([F:14])([F:15])[F:16]. Reported procedure: To a mixture of 3.90 g of 2-amino-3-(o-fluorobenzoyl)thiophene, 3.90 g of pyridine and 170 ml of anhydrous ether is added dropwise 3.90 g of acetyl chloride. Then the reaction mixture is stirred under reflux for 7 hours. After cooling, the reaction mixture is poured into water. The ether layer is separated and washed with water, and dried over sodium sulfate. The solvent is removed under reduced pressure to give an oily residure, which is crystallized from ether to give 2-acetylamino-3-(o-fluoro... Solvent: O (water). Reactants: NC=1SC=CC1C(C1=C(C=CC=C1)F)=O (2-amino-3-(o-fluorobenzoyl)thiophene), N1=CC=CC=C1 (pyridine), CCOCC (ether), C(C)(=O)Cl (acetyl chloride). As a reaction SMILES: [NH2:1][C:2]1[S:3][CH:4]=[CH:5][C:6]=1[C:7](=[O:15])[C:8]1[CH:13]=[CH:12][CH:11]=[CH:10][C:9]=1[F:14].N1C=CC=CC=1.[CH3:22][CH2:23][O:24]CC.C(Cl)(=O)C>O>[C:23]([NH:1][C:2]1[S:3][CH:4]=[CH:5][C:6]=1[C:7](=[O:15])[C:8]1[CH:13]=[CH:12][CH:11]=[CH:10][C:9]=1[F:14])(=[O:24])[CH3:22]. The product is C(C)(=O)NC=1SC=CC1C(C1=C(C=CC=C1)F)=O (2-acetylamino-3-(o-fluorobenzoyl)thiophene). Reactants: ClCCl, COC(=O)c1ccc(C)nc1, ClC(Cl)Cl, O=C(OO)c1cccc(Cl)c1. Product: COC(=O)c1ccc(C)[n+]([O-])c1. As a reaction SMILES: [CH2:23]([Cl:24])[Cl:25].[CH3:1][c:2]1[n:3][cH:4][c:5]([C:6](=[O:7])[O:8][CH3:9])[cH:10][cH:11]1.[CH:26]([Cl:27])([Cl:28])[Cl:29].[Cl:12][c:13]1[cH:14][cH:15][cH:16][c:17]([C:18]([O:19][OH:21])=[O:20])[cH:22]1>>[CH3:1][c:2]1[n+:3]([O-:20])[cH:4][c:5]([C:6](=[O:7])[O:8][CH3:9])[cH:10][cH:11]1.